Dataset: the Open Reaction Database (ORD), a public repository of structured organic reaction records. Task: describe an organic reaction: reactants, conditions, products, and yield The reactants are CC1=C(C(=O)NC=2C=C(C=CC2)C)C=CC=C1 (3-(2-methylbenzoylamino)toluene), BrBr (bromine), ice water. Run in C(C)(=O)O (acetic acid), C(C)(=O)O (acetic acid). Run at temperature 12.5 celsius, time 1 hour. The product is BrC1=C(C=C(C=C1)NC(C1=C(C=CC=C1)C)=O)C (2-bromo-5-(2-methylbenzoylamino)toluene), needles. Isolated yield 97.0%. Reaction SMILES: [CH3:1][C:2]1[CH:17]=[CH:16][CH:15]=[CH:14][C:3]=1[C:4]([NH:6][C:7]1[CH:8]=[C:9]([CH3:13])[CH:10]=[CH:11][CH:12]=1)=[O:5].[Br:18]Br>C(O)(=O)C>[Br:18][C:10]1[CH:11]=[CH:12][C:7]([NH:6][C:4](=[O:5])[C:3]2[CH:14]=[CH:15][CH:16]=[CH:17][C:2]=2[CH3:1])=[CH:8][C:9]=1[CH3:13]. Reported procedure: 3-(2-methylbenzoylamino)toluene (80 g) is dissolved in acetic acid (500 mL), and thereto is added a solution of bromine (19.0 ml) in acetic acid (40 mL) with stirring under ice cooling over a period of about one hour. During which the mixture is cooled at an inner temperature of below 20° C. (mean inner temperature: 10-15° C.) since the temperature raises. The reaction mixture is continuously stirred overnight. The resulting suspension is added to ice-water, and the resulting crystals are taken ... Solvent: O1CCCC1 (tetrahydrofuran). The reactants are O (water), CO (Methanol), C(C)(=O)O (acetic acid), NC=1SC=C(N1)C(C(=O)NC1[C@@H]2N(C(C(CS2)=COC(C)=O)C(=O)OCC2=CC=C(C=C2)[N+](=O)[O-])C1=O)=NOC (4-nitrobenzyl 7-[2-(2-aminothiazol-4-yl)-2-methoxyiminoacetamido]-3-acetoxymethylenecepham-4-carboxylate). Product: NC=1SC=C(N1)C(C(=O)NC1[C@@H]2N(C(C(CS2)=COC(C)=O)C(=O)O)C1=O)=NOC (7-[2-(2-aminothiazol-4-yl)-2-methoxyiminoacetamido]-3-acetoxymethylenecepham-4-carboxylic acid). Reaction conditions: time 3 hour. Reagents/catalysts: [C].[Pd] (palladium-carbon). Reported procedure: Methanol (10 ml) and acetic acid (3 ml.) were added to a solution of 4-nitrobenzyl 7-[2-(2-aminothiazol-4-yl)-2-methoxyiminoacetamido]-3-acetoxymethylenecepham-4-carboxylate (syn isomer, 2.5 g.) in tetrahydrofuran (60 ml.). 10% palladium-carbon (0.5 g.) containing water (2 ml.) was added to a solution and the mixture was subjected to catalytic reduction under ordinary pressure for 3 hours. After removing the insoluble substance from the resultant mixture by filtration, the filtrate was concentra... Yield: 14.0%. RXN SMILES: CO.C(O)(=O)C.[NH2:7][C:8]1[S:9][CH:10]=[C:11]([C:13](=[N:44][O:45][CH3:46])[C:14]([NH:16][CH:17]2[C:42](=[O:43])[N:19]3[CH:20]([C:29]([O:31]CC4C=CC([N+]([O-])=O)=CC=4)=[O:30])[C:21](=[CH:24][O:25][C:26](=[O:28])[CH3:27])[CH2:22][S:23][C@H:18]23)=[O:15])[N:12]=1.O>O1CCCC1.[C].[Pd]>[NH2:7][C:8]1[S:9][CH:10]=[C:11]([C:13](=[N:44][O:45][CH3:46])[C:14]([NH:16][CH:17]2[C:42](=[O:43])[N:19]3[CH:20]([C:29]([OH:31])=[O:30])[C:21](=[CH:24][O:25][C:26](=[O:28])[CH3:27])[CH2:22][S:23][C@H:18]23)=[O:15])[N:12]=1 |f:5.6|. Reactants: C(=O)(OC)C1C(CCCC1)=O (2-carbomethoxycyclohexanone), C(C)(=O)O (acetic acid), C1(=CC=CC=C1)NN (phenylhydrazine), C1(=CC=CC=C1)C (toluene). The solvent is O (water). The product is C1(=CC=CC=C1)N1NC=2CCCCC2C1=O (2-phenyl-1,2,4,5,6,7-hexahydro-3H-indazole-3-one). Reaction SMILES: [C:1]([CH:5]1[CH2:10][CH2:9][CH2:8][CH2:7][C:6]1=O)([O:3]C)=O.[C:12]1([NH:18][NH2:19])[CH:17]=[CH:16][CH:15]=[CH:14][CH:13]=1.C1(C)C=CC=CC=1.C(O)(=O)C>O>[C:12]1([N:18]2[C:1](=[O:3])[C:5]3[CH2:10][CH2:9][CH2:8][CH2:7][C:6]=3[NH:19]2)[CH:17]=[CH:16][CH:15]=[CH:14][CH:13]=1. Procedure: 32.9 Parts of a mixture containing 60% 2-carboethoxyclohexanone and 40% of 2-carbomethoxycyclohexanone purchased from Aldrich Chemical Company, Milwaukee, Wisconsin 53233, and 21.6 parts of phenylhydrazine purchased from Eastman Organic Chemicals Company, Rochester, N. Y. 14650, were admixed in 200 parts of toluene containing 2.0 parts of acetic acid. The mixture was refluxed for two hours with water removal. The resulting yellow suspension was cooled to 0°. The solid was collected, washed with ... Starting materials: [Al+3], C1CCOC1, CO, CCOC(C)=O, CCOC(=O)c1c[nH]nc1C(F)(F)F, [H-], [H-], [H-], [H-], [Li+]. Yields the product OCc1c[nH]nc1C(F)(F)F. Reaction SMILES: [Al+3:16].[CH2:29]1[O:30][CH2:31][CH2:32][CH2:33]1.[CH3:21][OH:22].[CH3:23][CH2:24][O:25][C:26]([CH3:27])=[O:28].[F:1][C:2]([c:3]1[n:4][nH:5][cH:6][c:7]1[C:8](=[O:9])[O:10][CH2:11][CH3:12])([F:13])[F:14].[H-:15].[H-:18].[H-:19].[H-:20].[Li+:17]>>[F:1][C:2]([c:3]1[n:4][nH:5][cH:6][c:7]1[CH2:8][OH:9])([F:13])[F:14]. Product: COCCN(C)S(=O)(=O)c1ccc(-c2ncnc3ccc(-c4cn(C(c5ccccc5)(c5ccccc5)c5ccccc5)nc4-c4ccc(F)cc4)cc23)s1. Reaction SMILES: [CH3:1][NH:2][S:3](=[O:4])(=[O:5])[c:6]1[s:7][c:8](-[c:11]2[n:12][cH:13][n:14][c:15]3[cH:16][cH:17][c:18](-[c:21]4[c:22](-[c:45]5[cH:46][cH:47][c:48]([F:51])[cH:49][cH:50]5)[n:23][n:24]([C:26]([c:27]5[cH:28][cH:29][cH:30][cH:31][cH:32]5)([c:33]5[cH:34][cH:35][cH:36][cH:37][cH:38]5)[c:39]5[cH:40][cH:41][cH:42][cH:43][cH:44]5)[cH:25]4)[cH:19][c:20]23)[cH:9][cH:10]1.[CH3:52][O:53][CH2:54][CH2:55][Cl:56]>>[CH3:1][N:2]([S:3](=[O:4])(=[O:5])[c:6]1[s:7][c:8](-[c:11]2[n:12][cH:13][n:14][c:15]3[cH:16][cH:17][c:18](-[c:21]4[c:22](-[c:45]5[cH:46][cH:47][c:48]([F:51])[cH:49][cH:50]5)[n:23][n:24]([C:26]([c:27]5[cH:28][cH:29][cH:30][cH:31][cH:32]5)([c:33]5[cH:34][cH:35][cH:36][cH:37][cH:38]5)[c:39]5[cH:40][cH:41][cH:42][cH:43][cH:44]5)[cH:25]4)[cH:19][c:20]23)[cH:9][cH:10]1)[CH2:55][CH2:54][O:53][CH3:52]. The reactants are CNS(=O)(=O)c1ccc(-c2ncnc3ccc(-c4cn(C(c5ccccc5)(c5ccccc5)c5ccccc5)nc4-c4ccc(F)cc4)cc23)s1, COCCCl. As a reaction SMILES: BrC1C=CC2C3N(C=C(C4N(C(C)C)N=C(C)N=4)N=3)CCOC=2C=1.[Br:25][C:26]1[CH:33]=[CH:32][C:29]([C:30]#[N:31])=[C:28]([F:34])[CH:27]=1.[NH2:35][OH:36]>>[Br:25][C:26]1[CH:33]=[CH:32][C:29]([C:30](=[NH:31])[NH:35][OH:36])=[C:28]([F:34])[CH:27]=1. Procedure details: Scheme 10 shows the synthesis of 9-bromo-2-(1-isopropyl-3-methyl-1H-1,2,4-triazol-5-yl)-5,6-dihydrobenzo[f]imidazo[1,2-d][1,4]oxazepine III from 4-bromo-2-fluorobenzonitrile 11. Addition of hydroxylamine to the nitrile of 11 gave 4-bromo-2-fluoro-N-hydroxybenzimidamide 24. Michael addition of 24 to ethyl propiolate gave ethyl 3-(4-bromo-2-fluorobenzimidamidooxy)acrylate 25. Heating 25 in a high-boiling solvent such as toluene, xylene, ethylbenzene, or diphenyl oxide gave cyclized imidazole, ethy... Product: BrC1=CC(=C(C(NO)=N)C=C1)F (4-bromo-2-fluoro-N-hydroxybenzimidamide). Reactants: BrC1=CC2=C(C=3N(CCO2)C=C(N3)C3=NC(=NN3C(C)C)C)C=C1 (9-bromo-2-(1-isopropyl-3-methyl-1H-1,2,4-triazol-5-yl)-5,6-dihydrobenzo[f]imidazo[1,2-d][1,4]oxazepine), BrC1=CC(=C(C#N)C=C1)F (4-bromo-2-fluorobenzonitrile), NO (hydroxylamine), nitrile, BrC1=CC(=C(C#N)C=C1)F (4-bromo-2-fluorobenzonitrile). Reactants: BrCCC(=O)NC=1SC(=C(N1)C)C1=NC(=NC=C1)NC1=CC=C(C=C1)OC (3-bromo-N-{5-[2-(4-methoxy-phenylamino)-pyrimidin-4-yl]-4-methyl-thiazol-2-yl}-propionamide), N1CCOCC1 (morpholine). Solvent: CC#N (MeCN). The product is COC1=CC=C(C=C1)NC1=NC=CC(=N1)C1=C(N=C(S1)NC(CCN1CCOCC1)=O)C (N-{5-[2-(4-Methoxy-phenylamino)-pyrimidin-4-yl]-4-methyl-thiazol-2-yl}-3-morpholin-4-yl-propionamide). RXN SMILES: Br[CH2:2][CH2:3][C:4]([NH:6][C:7]1[S:8][C:9]([C:13]2[CH:18]=[CH:17][N:16]=[C:15]([NH:19][C:20]3[CH:25]=[CH:24][C:23]([O:26][CH3:27])=[CH:22][CH:21]=3)[N:14]=2)=[C:10]([CH3:12])[N:11]=1)=[O:5].[NH:28]1[CH2:33][CH2:32][O:31][CH2:30][CH2:29]1>CC#N>[CH3:27][O:26][C:23]1[CH:24]=[CH:25][C:20]([NH:19][C:15]2[N:14]=[C:13]([C:9]3[S:8][C:7]([NH:6][C:4](=[O:5])[CH2:3][CH2:2][N:28]4[CH2:33][CH2:32][O:31][CH2:30][CH2:29]4)=[N:11][C:10]=3[CH3:12])[CH:18]=[CH:17][N:16]=2)=[CH:21][CH:22]=1. Procedure details: By treatment of 3-bromo-N-{5-[2-(4-methoxy-phenylamino)-pyrimidin-4-yl]-4-methyl-thiazol-2-yl}-propionamide with morpholine. Anal. RP-HPLC: tR=12.7 min (0-60% MeCN, purity >90%). 1H-NMR (CDCl3) δ: 1.20 (m, 2H, CH2), 2.54-2.63 (m, 7H, CH3 and CH2), 3.34 (m, 2H, CH2), 3.80 (m, 5H, CH3 and CH2), 4.03 (m, 2H, CH2), 6.87-6.92 (m, 3H, pyrimidinyl-H and Ph-H), 7.17 (brs, 1H, NH), 7.53 (m, 2H, Ph-H), 8.35 (m, 1H, pyrimidinyl-H), 10.33 (brs, 1H, NH). Starting materials: P(Br)(Br)Br (Phosphorus tribromide), OCC1SC2=C(C(C1)(C)C)C=CC=C2 (hydroxymethyl-4,4-dimethyl-3,4-dihydro-2H-1-benzothiopyrane), O (water). Run in C1(=CC=CC=C1)C (toluene). Reaction conditions: time 1 hour. The product is BrCC1SC2=C(C(C1)(C)C)C=CC=C2 (bromomethyl-4,4-dimethyl-3,4-dihydro-2H-1-benzothiopyrane). Isolated yield 88.0%. Reaction SMILES: P(Br)(Br)[Br:2].O[CH2:6][CH:7]1[CH2:12][C:11]([CH3:14])([CH3:13])[C:10]2[CH:15]=[CH:16][CH:17]=[CH:18][C:9]=2[S:8]1.O>C1(C)C=CC=CC=1>[Br:2][CH2:6][CH:7]1[CH2:12][C:11]([CH3:14])([CH3:13])[C:10]2[CH:15]=[CH:16][CH:17]=[CH:18][C:9]=2[S:8]1. Procedure: Phosphorus tribromide (1 ml, 10.7 mmol) is added drop by drop with a syringe at between 20 and 25° C. to a solution of the previous 6-(hydroxymethyl-4,4-dimethyl-3,4-dihydro-2H-1-benzothiopyrane (1.85 g, 8.9 mmol) in 6.2 ml of anhydrous toluene. The mixture was left to agitate for 1 hour and then hydrolysed at 0° C. by ice and then by water. This was then extracted with ethyl ether, dried over MgSO4, filtered and the solvents evaporated. 2.14 g of 6-(bromomethyl-4,4-dimethyl-3,4-dihydro-2H-1-ben...